This data is from the Open Reaction Database (ORD), a public repository of structured organic reaction records. The task is: describe an organic reaction: reactants, conditions, products, and yield The reactants are O=C1CCC(=O)N1Br, CCOC(C)=O, COc1ccc2c(C(=O)O)c(-c3cccc(F)c3)nn2n1, CN(C)C=O. Yields the product COc1ccc2c(Br)c(-c3cccc(F)c3)nn2n1. Reaction SMILES: [Br:22][N:23]1[C:24](=[O:25])[CH2:26][CH2:27][C:28]1=[O:29].[CH3:35][CH2:36][O:37][C:38](=[O:39])[CH3:40].[F:1][c:2]1[cH:3][c:4](-[c:8]2[n:9][n:10]3[n:11][c:12]([O:20][CH3:21])[cH:13][cH:14][c:15]3[c:16]2[C:17]([OH:18])=[O:19])[cH:5][cH:6][cH:7]1.[O:30]=[CH:31][N:32]([CH3:33])[CH3:34]>>[F:1][c:2]1[cH:3][c:4](-[c:8]2[n:9][n:10]3[n:11][c:12]([O:20][CH3:21])[cH:13][cH:14][c:15]3[c:16]2[Br:22])[cH:5][cH:6][cH:7]1.